describe an organic reaction: reactants, conditions, products, and yield From a dataset of the Open Reaction Database (ORD), a public repository of structured organic reaction records. Reactants: C(C)(C)(C)OC(=O)NCCCCC(=O)O (5-(1-t-butoxyformamido)valeric acid), C(C1=CC=CC=C1)OC(CCN)=O (β-alanine benzyl ester). The product is C(C1=CC=CC=C1)OC(CCNC(CCCCNC(=O)OC(C)(C)C)=O)=O (N-[5-(1-t-butoxyformamido)valeryl]-β-alanine benzyl ester). Reaction SMILES: [C:1]([O:5][C:6]([NH:8][CH2:9][CH2:10][CH2:11][CH2:12][C:13]([OH:15])=O)=[O:7])([CH3:4])([CH3:3])[CH3:2].[CH2:16]([O:23][C:24](=[O:28])[CH2:25][CH2:26][NH2:27])[C:17]1[CH:22]=[CH:21][CH:20]=[CH:19][CH:18]=1>>[CH2:16]([O:23][C:24](=[O:28])[CH2:25][CH2:26][NH:27][C:13](=[O:15])[CH2:12][CH2:11][CH2:10][CH2:9][NH:8][C:6]([O:5][C:1]([CH3:2])([CH3:3])[CH3:4])=[O:7])[C:17]1[CH:22]=[CH:21][CH:20]=[CH:19][CH:18]=1. Reported procedure: 5-(1-t-butoxyformamido)valeric acid was coupled with β-alanine benzyl ester to give N-[5-(1-t-butoxyformamido)valeryl]-β-alanine benzyl ester, m.p. 69°-70° C. RXN SMILES: [C:1]([CH3:2])([CH3:3])([CH3:4])[c:5]1[n:6][c:7]2[c:8]([n:9]1[CH2:10][CH:11]1[CH2:12][CH2:13][C:14]([F:17])([F:18])[CH2:15][CH2:16]1)[cH:19][cH:20][c:21]([S:23](=[O:24])(=[O:25])[Cl:26])[cH:22]2.[C:34](=[O:35])([OH:36])[CH:37]1[CH2:38][NH2+:39][CH2:40][CH2:41]1.[CH:42]([N:43]([CH2:44][CH3:45])[CH:46]([CH3:47])[CH3:48])([CH3:49])[CH3:50].[F:27][C:28]([F:29])([F:30])[C:31]([O-:32])=[O:33]>>[C:1]([CH3:2])([CH3:3])([CH3:4])[c:5]1[n:6][c:7]2[c:8]([n:9]1[CH2:10][CH:11]1[CH2:12][CH2:13][C:14]([F:17])([F:18])[CH2:15][CH2:16]1)[cH:19][cH:20][c:21]([S:23](=[O:24])(=[O:25])[N:39]1[CH2:38][CH:37]([C:34](=[O:35])[OH:36])[CH2:41][CH2:40]1)[cH:22]2. Yields the product CC(C)(C)c1nc2cc(S(=O)(=O)N3CCC(C(=O)O)C3)ccc2n1CC1CCC(F)(F)CC1. The reactants are CC(C)(C)c1nc2cc(S(=O)(=O)Cl)ccc2n1CC1CCC(F)(F)CC1, O=C(O)C1CC[NH2+]C1, CCN(C(C)C)C(C)C, O=C([O-])C(F)(F)F. Starting materials: [N+](=O)([O-])C1=C(C=CC=C1)C1=CC=CC2=C1OC1=C2C=CC=C1 (4-(2-nitrophenyl)dibenzofuran), P(OCC)(OCC)OCC (triethyl phosphite). Solvent: ClC1=C(C=CC=C1)Cl (1,2-dichlorobenzene). Product: C1=CC=CC=2C=3C=CC4=C(C3OC12)C1=CC=CC=C1N4 (7H-12-Oxa-7-azaindeno[1,2-a]fluorene). RXN SMILES: [N+:1]([C:4]1[CH:9]=[CH:8][CH:7]=[CH:6][C:5]=1[C:10]1[C:15]2[O:16][C:17]3[CH:22]=[CH:21][CH:20]=[CH:19][C:18]=3[C:14]=2[CH:13]=[CH:12][CH:11]=1)([O-])=O.P(OCC)(OCC)OCC>ClC1C=CC=CC=1Cl>[CH:22]1[C:17]2[O:16][C:15]3[C:10]4[C:5]5[C:4]([NH:1][C:11]=4[CH:12]=[CH:13][C:14]=3[C:18]=2[CH:19]=[CH:20][CH:21]=1)=[CH:9][CH:8]=[CH:7][CH:6]=5. Procedure: 20 g of 4-(2-nitrophenyl)dibenzofuran (69 mmol) and 48 ml of triethyl phosphite (276 mmol) are heated at the boil in 800 ml of 1,2-dichlorobenzene under a protective-gas atmosphere for 48 h. After this time, the remaining triethyl phosphite and the 1,2-dichlorobenzene are removed by distillation. The residue which remains is recrystallised from heptane/ethyl acetate. The yield is 13 g (45 mmol, 65%). Starting materials: CCOP(=O)(CC#N)OCC, [Cl-], [H-], O=Cc1ccccc1[N+](=O)[O-], [NH4+], [Na+], CN(C)C=O, O. Yields the product N#CC=Cc1ccccc1[N+](=O)[O-]. As a reaction SMILES: [C:3](#[N:4])[CH2:5][P:6](=[O:7])([O:8][CH2:9][CH3:10])[O:11][CH2:12][CH3:13].[Cl-:25].[H-:1].[N+:14](=[O:15])([O-:16])[c:17]1[c:18]([CH:19]=[O:20])[cH:21][cH:22][cH:23][cH:24]1.[NH4+:26].[Na+:2].[O:27]=[CH:28][N:29]([CH3:30])[CH3:31].[OH2:32]>>[C:3](#[N:4])[CH:5]=[CH:19][c:18]1[c:17]([N+:14](=[O:15])[O-:16])[cH:24][cH:23][cH:22][cH:21]1. The reactants are BrC1=C2C=CC=NC2=C(N=C1)Cl (5-bromo-8-chloro-[1,7]naphthyridine), N1=CN=CC(=C1)B(O)O (5-pyrimidineboronic acid), NC=1N=C(SC1)C (4-amino-2-methylthiazole). Product: CC=1SC=C(N1)NC=1N=CC(=C2C=CC=NC12)C=1C=NC=NC1 ((2-Methyl-thiazol-4-yl)-(5-pyrimidin-5-yl-[1,7]naphthyridin-8-yl)-amine). RXN SMILES: Br[C:2]1[CH:11]=[N:10][C:9](Cl)=[C:8]2[C:3]=1[CH:4]=[CH:5][CH:6]=[N:7]2.[N:13]1[CH:18]=[C:17](B(O)O)[CH:16]=[N:15][CH:14]=1.[NH2:22][C:23]1[N:24]=[C:25]([CH3:28])[S:26][CH:27]=1>>[CH3:28][C:25]1[S:26][CH:27]=[C:23]([NH:22][C:9]2[N:10]=[CH:11][C:2]([C:17]3[CH:18]=[N:13][CH:14]=[N:15][CH:16]=3)=[C:3]3[C:8]=2[N:7]=[CH:6][CH:5]=[CH:4]3)[N:24]=1. Procedure details: The title compound, MS: m/e=321.2 (M+H+), was prepared in accordance with the general method of example 15 step 1 and step 3 from 5-bromo-8-chloro-[1,7]naphthyridine (Example H), 5-pyrimidineboronic acid and 4-amino-2-methylthiazole (Example F). The reactants are [Na] (Sodium), CO (methanol), ClC1=C(C(=NC(=N1)C1=NC=CC=N1)NS(=O)(=O)C=CC1=CC=CC=C1)OC1=C(C=C(C=C1)C(=O)OC)CCC (N-[6-chloro-5-(4-methoxycarbonyl-2-propylphenoxy)-2-(2-pyrimidinyl)-4-pyrimidinyl]-2-phenylethenesulfonamide). Solvent: Cl (hydrochloric acid). Yields the product COC1=C(C(=NC(=N1)C1=NC=CC=N1)NS(=O)(=O)C=CC1=CC=CC=C1)OC1=C(C=C(C=C1)C(=O)OC)CCC (N-[6-methoxy-5-(4-methoxycarbonyl-2-propylphenoxy)-2-(2-pyrimidinyl)-4-pyrimidinyl]-2-phenylethenesulfonamide). RXN SMILES: [Na].Cl[C:3]1[N:8]=[C:7]([C:9]2[N:14]=[CH:13][CH:12]=[CH:11][N:10]=2)[N:6]=[C:5]([NH:15][S:16]([CH:19]=[CH:20][C:21]2[CH:26]=[CH:25][CH:24]=[CH:23][CH:22]=2)(=[O:18])=[O:17])[C:4]=1[O:27][C:28]1[CH:33]=[CH:32][C:31]([C:34]([O:36][CH3:37])=[O:35])=[CH:30][C:29]=1[CH2:38][CH2:39][CH3:40].[CH3:41][OH:42]>Cl>[CH3:41][O:42][C:3]1[N:8]=[C:7]([C:9]2[N:14]=[CH:13][CH:12]=[CH:11][N:10]=2)[N:6]=[C:5]([NH:15][S:16]([CH:19]=[CH:20][C:21]2[CH:26]=[CH:25][CH:24]=[CH:23][CH:22]=2)(=[O:18])=[O:17])[C:4]=1[O:27][C:28]1[CH:33]=[CH:32][C:31]([C:34]([O:36][CH3:37])=[O:35])=[CH:30][C:29]=1[CH2:38][CH2:39][CH3:40] |^1:0|. Procedure details: Sodium (356 mg) was dissolved in 20 ml of methanol and 900 mg of N-[6-chloro-5-(4-methoxycarbonyl-2-propylphenoxy)-2-(2-pyrimidinyl)-4-pyrimidinyl]-2-phenylethenesulfonamide was added thereto with stirring at room temperature. The reaction mixture was stirred at room temperature for five hours and forty minutes, at 60° C. for one hour and fifty minutes and at room temperature overnight. After that, the mixture was poured into a mixture of IN hydrochloric acid and ice. Crystals separated out ther... Reactants: Cl.CC1=NC2=C(N1C1CCOCC1)C=CC(=C2)C(=O)O (2-methyl-1-(tetrahydropyran-4-yl)benzimidazole-5-carboxylic acid HCl salt), NC1=C(C=CC=C1)O (2-aminophenol), CCN=C=NCCCN(C)C (WSC), CS(=O)(=O)O (Methanesulfonic acid), CS(=O)(=O)O (methanesulfonic acid). Run in CN(C)C=O (DMF), O (Water), C(C)(=O)OCC (ethyl acetate), C(Cl)(Cl)Cl (chloroform). Conditions: temperature 90 celsius, time 8 hour. The product is CS(=O)(=O)O.O1C(=NC2=C1C=CC=C2)C2=CC1=C(N(C(=N1)C)C1CCOCC1)C=C2 (5-(benzoxazol-2-yl)-2-methyl-1-(tetrahydropyran-4-yl)benzimidazole methanesulfonate). The yield is 29.0%. As a reaction SMILES: Cl.[CH3:2][C:3]1[N:7]([CH:8]2[CH2:13][CH2:12][O:11][CH2:10][CH2:9]2)[C:6]2[CH:14]=[CH:15][C:16]([C:18]([OH:20])=O)=[CH:17][C:5]=2[N:4]=1.[NH2:21][C:22]1[CH:27]=[CH:26][CH:25]=[CH:24][C:23]=1O.CCN=C=NCCCN(C)C.[CH3:40][S:41]([OH:44])(=[O:43])=[O:42]>C(Cl)(Cl)Cl.C(OCC)(=O)C.O.CN(C=O)C>[CH3:40][S:41]([OH:44])(=[O:43])=[O:42].[O:20]1[C:23]2[CH:24]=[CH:25][CH:26]=[CH:27][C:22]=2[N:21]=[C:18]1[C:16]1[CH:15]=[CH:14][C:6]2[N:7]([CH:8]3[CH2:9][CH2:10][O:11][CH2:12][CH2:13]3)[C:3]([CH3:2])=[N:4][C:5]=2[CH:17]=1 |f:0.1,9.10|. Procedure details: 2-methyl-1-(tetrahydropyran-4-yl)benzimidazole-5-carboxylic acid HCl salt (see Working Example 4-3) (51.2 g, 0.19 mol), 2-aminophenol (24.0 g, 0.21 mol), anhydrous DMF (500 mL) and WSC (45.0 g, 0.23 mol) was stirred for 3 hours under an argon atmosphere. Water (2 L) was added, the solid obtained was filtered off, washed with water, After drying at reduced pressure at 50° C., an obtained solid (45.2 gm 0.13 mol) was dissolved in dioxane (500 mL). Methanesulfonic acid (62.5 g, 0.65 mol) was added ... Reactants: C(C)(=O)N1C(CC2=CC(=CC=C12)C(C)=O)=O (1,5-diacetyl-2-indolinone), FC=1C=C(C(=O)O)C=CC1F (3,4-difluorobenzoic acid). The product is C(C)(=O)N1C(C(C2=CC(=CC=C12)C(C)=O)=C(O)C1=CC(=C(C=C1)F)F)=O (1,5-diacetyl-3-[(3,4-difluoro-phenyl)-hydroxy-methylidene]-2-indolinone). As a reaction SMILES: [C:1]([N:4]1[C:12]2[C:7](=[CH:8][C:9]([C:13](=[O:15])[CH3:14])=[CH:10][CH:11]=2)[CH2:6][C:5]1=[O:16])(=[O:3])[CH3:2].[F:17][C:18]1[CH:19]=[C:20]([CH:24]=[CH:25][C:26]=1[F:27])[C:21](O)=[O:22]>>[C:1]([N:4]1[C:12]2[C:7](=[CH:8][C:9]([C:13](=[O:15])[CH3:14])=[CH:10][CH:11]=2)[C:6](=[C:21]([C:20]2[CH:24]=[CH:25][C:26]([F:27])=[C:18]([F:17])[CH:19]=2)[OH:22])[C:5]1=[O:16])(=[O:3])[CH3:2]. Reported procedure: Prepared from 1,5-diacetyl-2-indolinone and 3,4-difluorobenzoic acid Reactants: C1CCOC1, CCOC(=O)CNC(=O)c1cn(C)nc1C(F)(F)F, CC(C)[N-]C(C)C, C=CC=O, [Cl-], [Li+], [NH4+]. Product: C=CC(O)C(NC(=O)c1cn(C)nc1C(F)(F)F)C(=O)OCC. Reaction SMILES: [CH2:34]1[O:35][CH2:36][CH2:37][CH2:38]1.[CH3:1][n:2]1[n:3][c:4]([C:16]([F:17])([F:18])[F:19])[c:5]([C:7](=[O:8])[NH:9][CH2:10][C:11](=[O:12])[O:13][CH2:14][CH3:15])[cH:6]1.[CH:20]([N-:21][CH:22]([CH3:23])[CH3:24])([CH3:25])[CH3:26].[CH:28](=[O:29])[CH:30]=[CH2:31].[Cl-:32].[Li+:27].[NH4+:33]>>[CH3:1][n:2]1[n:3][c:4]([C:16]([F:17])([F:18])[F:19])[c:5]([C:7](=[O:8])[NH:9][CH:10]([C:11](=[O:12])[O:13][CH2:14][CH3:15])[CH:28]([OH:29])[CH:30]=[CH2:31])[cH:6]1.